Dataset: the Open Reaction Database (ORD), a public repository of structured organic reaction records. Task: describe an organic reaction: reactants, conditions, products, and yield Starting materials: N=1C=CN2C1C=CC=C2SCCCCN2C(NCC2=O)=O (3-[4-(imidazo-[1,2-a]pyridin-5-ylthio)butyl]hydantoin), C(CCC)=O (n-butyraldehyde), N1CCCC1 (pyrrolidine). Solvent: C(C)O (ethanol). The product is N=1C=CN2C1C=CC=C2SCCCCN2C(NC(C2=O)=CCCC)=O (3-[4-(imidazo[1,2-a]pyridin-5-ylthio)-butyl]-5-butylidenehydantoin). Reaction SMILES: [N:1]1[CH:2]=[CH:3][N:4]2[C:9]([S:10][CH2:11][CH2:12][CH2:13][CH2:14][N:15]3[C:19](=[O:20])[CH2:18][NH:17][C:16]3=[O:21])=[CH:8][CH:7]=[CH:6][C:5]=12.[CH:22](=O)[CH2:23][CH2:24][CH3:25].N1CCCC1>C(O)C>[N:1]1[CH:2]=[CH:3][N:4]2[C:9]([S:10][CH2:11][CH2:12][CH2:13][CH2:14][N:15]3[C:19](=[O:20])[C:18](=[CH:22][CH2:23][CH2:24][CH3:25])[NH:17][C:16]3=[O:21])=[CH:8][CH:7]=[CH:6][C:5]=12. Reported procedure: To a solution of 1.00 g (3.29 mmol) of 3-[4-(imidazo-[1,2-a]pyridin-5-ylthio)butyl]hydantoin and 0.30 ml (3.29 mmol) of n-butyraldehyde in 10 ml of ethanol, 0.05 ml (0.6 mmol) of pyrrolidine was added, followed by refluxing for 16 hours. After the reaction mixture was cooled, the solvent was distilled off. The residue was dissolved in chloroform, washed with water and dried, after which the solvent was distilled off. The residue was purified by column chromatography (eluent, ethyl acetate/ethano... The reactants are Oc1ccccc1Br, O=C([O-])[O-], COC(=O)c1ccc(C(=O)OC)c(F)c1, CN(C)C=O, Cl, [K+], [K+]. Yields the product COC(=O)c1ccc(C(=O)OC)c(Oc2ccccc2Br)c1. As a reaction SMILES: [Br:16][c:17]1[c:18]([OH:23])[cH:19][cH:20][cH:21][cH:22]1.[C:24](=[O:25])([O-:26])[O-:27].[CH3:1][O:2][C:3]([c:4]1[c:5]([F:14])[cH:6][c:7]([C:8](=[O:9])[O:10][CH3:11])[cH:12][cH:13]1)=[O:15].[CH3:31][N:32]([CH3:33])[CH:34]=[O:35].[ClH:30].[K+:28].[K+:29]>>[CH3:1][O:2][C:3]([c:4]1[c:5]([O:23][c:18]2[c:17]([Br:16])[cH:22][cH:21][cH:20][cH:19]2)[cH:6][c:7]([C:8](=[O:9])[O:10][CH3:11])[cH:12][cH:13]1)=[O:15]. Starting materials: OC(C)C=1C=C(C=CC1)C(=O)OC (Methyl 3-(1-hydroxyethyl)benzenecarboxylate), P(Br)(Br)Br (phosphorus tribromide). Run in C1(=CC=CC=C1)C (toluene). Run at time 45 minute. Yields the product BrC(C)C=1C=C(C=CC1)C(=O)OC (rac-Methyl 3-(1-bromoethyl)benzenecarboxylate). As a reaction SMILES: O[CH:2]([C:4]1[CH:5]=[C:6]([C:10]([O:12][CH3:13])=[O:11])[CH:7]=[CH:8][CH:9]=1)[CH3:3].P(Br)(Br)[Br:15]>C1(C)C=CC=CC=1>[Br:15][CH:2]([C:4]1[CH:5]=[C:6]([C:10]([O:12][CH3:13])=[O:11])[CH:7]=[CH:8][CH:9]=1)[CH3:3]. Procedure: 5 g (27.75 mmol) of methyl 3-(1-hydroxyethyl)benzenecarboxylate (Example 60A) were initially charged in 100 ml of toluene. At 0° C., 0.98 g (36.07 mmol) of phosphorus tribromide were added dropwise, and the mixture was stirred at RT for 45 min. The reaction solution was poured onto ice-water and extracted three times with ethyl acetate. The combined organic phases were dried over sodium sulfate, filtered and evaporated. The residue was purified by column chromatography on silica gel 60 (mobile p... Starting materials: BrC1=CC2=C(N=C(S2)N2C[C@@H](CC2)N2CCCCC2)C=C1 ((R)-6-bromo-2-(3-(piperidin-1-yl)pyrrolidin-1-yl)benzo[d]thiazole), COC1=NC=C(C=N1)B1OC(C(O1)(C)C)(C)C (2-methoxy-5-(4,4,5,5-tetramethyl-1,3,2-dioxaborolan-2-yl)pyrimidine), C1CCC(CC1)P(C2CCCCC2)C3=CC=CC=C3C4=CC=CC=C4 ((2-biphenyl)dicyclohexylphosphine), C([O-])([O-])=O.[Na+].[Na+] (sodium carbonate). The reagents and catalysts are Cl[Pd]([P](C1=CC=CC=C1)(C2=CC=CC=C2)C3=CC=CC=C3)([P](C4=CC=CC=C4)(C5=CC=CC=C5)C6=CC=CC=C6)Cl (dichlorobis(triphenylphosphine)palladium). Run in C(C)O.O1CCOCC1 (ethanol dioxane), ClCCl (dichloromethane). Run at temperature 150 celsius. The product is COC1=NC=C(C=N1)C1=CC2=C(N=C(S2)N2C[C@@H](CC2)N2CCCCC2)C=C1 ((R)-6-(2-methoxypyrimidin-5-yl)-2-(3-(piperidin-1-yl)pyrrolidin-1-yl)benzo[d]thiazole). RXN SMILES: Br[C:2]1[CH:21]=[CH:20][C:5]2[N:6]=[C:7]([N:9]3[CH2:13][CH2:12][C@@H:11]([N:14]4[CH2:19][CH2:18][CH2:17][CH2:16][CH2:15]4)[CH2:10]3)[S:8][C:4]=2[CH:3]=1.[CH3:22][O:23][C:24]1[N:29]=[CH:28][C:27](B2OC(C)(C)C(C)(C)O2)=[CH:26][N:25]=1.C1CCC(P(C2C(C3C=CC=CC=3)=CC=CC=2)C2CCCCC2)CC1.C(=O)([O-])[O-].[Na+].[Na+]>ClCCl.Cl[Pd](Cl)([P](C1C=CC=CC=1)(C1C=CC=CC=1)C1C=CC=CC=1)[P](C1C=CC=CC=1)(C1C=CC=CC=1)C1C=CC=CC=1.C(O)C.O1CCOCC1>[CH3:22][O:23][C:24]1[N:29]=[CH:28][C:27]([C:2]2[CH:21]=[CH:20][C:5]3[N:6]=[C:7]([N:9]4[CH2:13][CH2:12][C@@H:11]([N:14]5[CH2:19][CH2:18][CH2:17][CH2:16][CH2:15]5)[CH2:10]4)[S:8][C:4]=3[CH:3]=2)=[CH:26][N:25]=1 |f:3.4.5,8.9,^1:75,94|. Procedure details: A stirred mixture of (R)-6-bromo-2-(3-(piperidin-1-yl)pyrrolidin-1-yl)benzo[d]thiazole (Example 14, 37.0 mg, 0.10 mmol), 2-methoxy-5-(4,4,5,5-tetramethyl-1,3,2-dioxaborolan-2-yl)pyrimidine (31 mg, 0.13 mmol), dichlorobis(triphenylphosphine)palladium (II) (7.0 mg, 0.01 mmol), (2-biphenyl)dicyclohexylphosphine (3.5 mg, 0.01 mmol) in 1:1 ethanol/dioxane (0.40 mL) was treated with 1 M aqueous sodium carbonate (0.150 mL, 0.15 mmol). The reaction tube was sealed and the stirred mixture was heated to 1...